From a dataset of the Open Reaction Database (ORD), a public repository of structured organic reaction records. describe an organic reaction: reactants, conditions, products, and yield Reactants: CSC(C(C1=C(C(=CC(=C1)OC)OC)F)NC1=CC=C(C=C1)C#N)=N (2-(4-cyanophenylamino)-2-(2-fluoro-3,5-dimethoxyphenyl)thioacetimidic acid methyl ester). The reagents and catalysts are [O-2].[O-2].[Mn+4] (manganese dioxide). The solvent is C(C)(=O)OCC (ethyl acetate). Conditions: time 3 hour. The product is CSC(C(C1=C(C(=CC(=C1)OC)OC)F)=NC1=CC=C(C=C1)C#N)=N (2-(4-cyanophenylimino)-2-(2-fluoro-3,5-dimethoxyphenyl)thioacetimidic acid methyl ester). The yield is 98.6%. RXN SMILES: [CH3:1][S:2][C:3](=[NH:25])[CH:4]([NH:16][C:17]1[CH:22]=[CH:21][C:20]([C:23]#[N:24])=[CH:19][CH:18]=1)[C:5]1[CH:10]=[C:9]([O:11][CH3:12])[CH:8]=[C:7]([O:13][CH3:14])[C:6]=1[F:15]>C(OCC)(=O)C.[O-2].[O-2].[Mn+4]>[CH3:1][S:2][C:3](=[NH:25])[C:4](=[N:16][C:17]1[CH:18]=[CH:19][C:20]([C:23]#[N:24])=[CH:21][CH:22]=1)[C:5]1[CH:10]=[C:9]([O:11][CH3:12])[CH:8]=[C:7]([O:13][CH3:14])[C:6]=1[F:15] |f:2.3.4|. Reported procedure: After adding 4.95 g of manganese dioxide to a solution of 2.05 g of 2-(4-cyanophenylamino)-2-(2-fluoro-3,5-dimethoxyphenyl)thioacetimidic acid methyl ester in 100 ml of ethyl acetate, the mixture was stirred at room temperature for 3 hours. The reaction mixture was filtered through celite, and the celite was washed with 500 ml of ethyl acetate. The organic layers were combined and concentrated under reduced pressure. The title compound (2.01 g) was obtained as a light yellow solid. Starting materials: [BH3-]C#N, ClC(Cl)Cl, CC(Cl)Cl, [I-], [I-], [Na+], O, COc1cccc2cc(CO)oc12, [Zn+2]. Yields the product COc1cccc2cc(C)oc12. Reaction SMILES: [C:14]([BH3-:15])#[N:16].[CH:18]([Cl:19])([Cl:20])[Cl:21].[Cl:23][CH:24]([Cl:25])[CH3:26].[I-:27].[I-:29].[Na+:17].[OH2:22].[OH:1][CH2:2][c:3]1[o:4][c:5]2[c:6]([cH:7]1)[cH:8][cH:9][cH:10][c:11]2[O:12][CH3:13].[Zn+2:28]>>[CH3:2][c:3]1[o:4][c:5]2[c:6]([cH:7]1)[cH:8][cH:9][cH:10][c:11]2[O:12][CH3:13]. Yields the product NCc1cccc(Oc2ccccc2)c1. Starting materials: [Al+3], C1CCOC1, [H-], [H-], [H-], [H-], [Li+], NC(=O)c1cccc(Oc2ccccc2)c1. As a reaction SMILES: [Al+3:18].[CH2:23]1[O:24][CH2:25][CH2:26][CH2:27]1.[H-:17].[H-:20].[H-:21].[H-:22].[Li+:19].[O:1]([c:2]1[cH:3][cH:4][cH:5][cH:6][cH:7]1)[c:8]1[cH:9][c:10]([C:11](=[O:12])[NH2:13])[cH:14][cH:15][cH:16]1>>[O:1]([c:2]1[cH:3][cH:4][cH:5][cH:6][cH:7]1)[c:8]1[cH:9][c:10]([CH2:11][NH2:13])[cH:14][cH:15][cH:16]1. As a reaction SMILES: [CH3:1][C:2]1[O:3][C:4](C)=[CH:5][C:6]=1[S:7][S:8][C:9]1[CH:13]=[C:12](C)[O:11][C:10]=1[CH3:15]>CCCCCC>[CH3:15][C:10]1[O:11][CH:12]=[CH:13][C:9]=1[S:8][S:7][C:6]1[CH:5]=[CH:4][O:3][C:2]=1[CH3:1]. Yields the product CC=1OC=CC1SSC1=C(OC=C1)C (bis(2-methyl-3-furyl) disulfide). The solvent is CCCCCC (hexane). Starting materials: CC=1OC(=CC1SSC1=C(OC(=C1)C)C)C (bis(2,5-Dimethyl-3-furyl) Disulfide), thiol. Procedure: The thiol produced in Example III is oxidized under mild conditions by dissolving 5 g of the thiol in 100 cc of hexane. The solution is placed in a 250 cc flask equipped with a sparger supplied by an air source, a stirrer, and a heater. Air is bubbled in at room temperature at a rate of 20 ml/minute during 20 hours. Solvent is replaced as required in order to maintain the original volume of solution. At the end of the reaction period the solvent is flash-evaporated and the resulting mixture is p... Reactants: COC(=O)C(N)Cc1ccc(Cl)c(Cl)c1, Cl, O=C(O)c1ccc(Br)cc1NS(=O)(=O)c1cccc2nsnc12. Yields the product COC(=O)C(Cc1ccc(Cl)c(Cl)c1)NC(=O)c1ccc(Br)cc1NS(=O)(=O)c1cccc2nsnc12. RXN SMILES: [CH3:25][O:26][C:27]([CH:28]([NH2:29])[CH2:30][c:31]1[cH:32][c:33]([Cl:38])[c:34]([Cl:37])[cH:35][cH:36]1)=[O:39].[ClH:24].[n:1]1[c:2]2[c:3]([n:4][s:5]1)[c:6]([S:10](=[O:11])(=[O:12])[NH:13][c:14]1[c:15]([C:16](=[O:17])[OH:18])[cH:19][cH:20][c:21]([Br:23])[cH:22]1)[cH:7][cH:8][cH:9]2>>[n:1]1[c:2]2[c:3]([n:4][s:5]1)[c:6]([S:10](=[O:11])(=[O:12])[NH:13][c:14]1[c:15]([C:16](=[O:17])[NH:29][CH:28]([C:27]([O:26][CH3:25])=[O:39])[CH2:30][c:31]3[cH:32][c:33]([Cl:38])[c:34]([Cl:37])[cH:35][cH:36]3)[cH:19][cH:20][c:21]([Br:23])[cH:22]1)[cH:7][cH:8][cH:9]2. Starting materials: CC(C)(C)c1ccc(Nc2nncc3cc(Br)ccc23)cc1, O=C([O-])[O-], COCCOC, OB(O)c1ccccc1C(F)(F)F, [Na+], [Na+], O, c1ccc(P(c2ccccc2)(c2ccccc2)[Pd](P(c2ccccc2)(c2ccccc2)c2ccccc2)(P(c2ccccc2)(c2ccccc2)c2ccccc2)P(c2ccccc2)(c2ccccc2)c2ccccc2)cc1. Yields the product CC(C)(C)c1ccc(Nc2nncc3cc(-c4ccccc4C(F)(F)F)ccc23)cc1. RXN SMILES: [Br:1][c:2]1[cH:3][c:4]2[cH:5][n:6][n:7][c:8]([NH:12][c:13]3[cH:14][cH:15][c:16]([C:19]([CH3:20])([CH3:21])[CH3:22])[cH:17][cH:18]3)[c:9]2[cH:10][cH:11]1.[C:36](=[O:37])([O-:38])[O-:39].[CH3:42][O:43][CH2:44][CH2:45][O:46][CH3:47].[F:23][C:24]([c:25]1[c:26]([B:31]([OH:32])[OH:33])[cH:27][cH:28][cH:29][cH:30]1)([F:34])[F:35].[Na+:40].[Na+:41].[OH2:48].[cH:49]1[cH:50][cH:51][c:52]([P:53]([Pd:54]([P:55]([c:56]2[cH:57][cH:58][cH:59][cH:60][cH:61]2)([c:62]2[cH:63][cH:64][cH:65][cH:66][cH:67]2)[c:68]2[cH:69][cH:70][cH:71][cH:72][cH:73]2)([P:74]([c:75]2[cH:76][cH:77][cH:78][cH:79][cH:80]2)([c:81]2[cH:82][cH:83][cH:84][cH:85][cH:86]2)[c:87]2[cH:88][cH:89][cH:90][cH:91][cH:92]2)[P:93]([c:94]2[cH:95][cH:96][cH:97][cH:98][cH:99]2)([c:100]2[cH:101][cH:102][cH:103][cH:104][cH:105]2)[c:106]2[cH:107][cH:108][cH:109][cH:110][cH:111]2)([c:112]2[cH:113][cH:114][cH:115][cH:116][cH:117]2)[c:118]2[cH:119][cH:120][cH:121][cH:122][cH:123]2)[cH:124][cH:125]1>>[c:2]1(-[c:26]2[c:25]([C:24]([F:23])([F:34])[F:35])[cH:30][cH:29][cH:28][cH:27]2)[cH:3][c:4]2[cH:5][n:6][n:7][c:8]([NH:12][c:13]3[cH:14][cH:15][c:16]([C:19]([CH3:20])([CH3:21])[CH3:22])[cH:17][cH:18]3)[c:9]2[cH:10][cH:11]1. The reactants are O.[OH-].[Li+] (Lithium hydroxide monohydrate), C=1(C(=CC=CC1)N)C1=CC=CC=C1 ([1,1′-Biphenyl]-2-amine), C(C)(=O)Br (acetyl bromide). Solvent: C(Cl)Cl (CH2Cl2), C(Cl)Cl (CH2Cl2). Reaction conditions: time 2 hour. Product: C1(=C(C=CC=C1)NC(C)=O)C1=CC=CC=C1 (N-([1,1′-biphenyl]-2-yl)acetamide). The yield is 61.6%. Reaction SMILES: O.[OH-].[Li+].[C:4]1([C:11]2[CH:16]=[CH:15][CH:14]=[CH:13][CH:12]=2)[C:5]([NH2:10])=[CH:6][CH:7]=[CH:8][CH:9]=1.[C:17](Br)(=[O:19])[CH3:18]>C(Cl)Cl>[C:4]1([C:11]2[CH:12]=[CH:13][CH:14]=[CH:15][CH:16]=2)[CH:9]=[CH:8][CH:7]=[CH:6][C:5]=1[NH:10][C:17](=[O:19])[CH3:18] |f:0.1.2|. Procedure: Lithium hydroxide monohydrate (600 mg, 25.0 mmol) was added to a solution of the amine 3 (1.44 g, 8.53 mmol) dissolved in CH2Cl2 (125 mL) at 0° C. A solution of acetyl bromide (1.97 mL, 25.6 mmol) in CH2Cl2 (10 mL), was added dropwise over 5 minutes at 0° C. to the reaction mixture which was then allowed to warm to ambient temperature and stirred for 2 hours. The reaction crude was filtered, concentrated under reduced pressure, and purified by flash chromatography over silica, eluting with a gra...